From a dataset of the Open Reaction Database (ORD), a public repository of structured organic reaction records. describe an organic reaction: reactants, conditions, products, and yield Yields the product C#Cc1ccc(-c2ccc(Cl)cc2)cn1. Reactants: O=C([O-])[O-], CO, C[Si](C)(C)C#Cc1ccc(-c2ccc(Cl)cc2)cn1, ClCCl, [K+], [K+]. RXN SMILES: [C:20](=[O:21])([O-:22])[O-:23].[CH3:29][OH:30].[Cl:1][c:2]1[cH:3][cH:4][c:5](-[c:8]2[cH:9][cH:10][c:11]([C:14]#[C:15][Si:16]([CH3:17])([CH3:18])[CH3:19])[n:12][cH:13]2)[cH:6][cH:7]1.[Cl:26][CH2:27][Cl:28].[K+:24].[K+:25]>>[Cl:1][c:2]1[cH:3][cH:4][c:5](-[c:8]2[cH:9][cH:10][c:11]([C:14]#[CH:15])[n:12][cH:13]2)[cH:6][cH:7]1. Reactants: C(C)(C)(C)OC(=O)N1CCC(CC1)C(OCC1=CC=CC=C1)OC (1-t-butoxycarbonyl-4-(methoxybenzyloxymethyl)piperidine), [NH4+].[Cl-] (NH4Cl), N1=C(C=CC=C1C)C (2,6-lutidine), FC(S(=O)(=O)O[Si](C)(C)C(C)(C)C)(F)F (t-butyldimethylsilyl trifluoromethane sulfonate). Solvent: C(Cl)Cl (CH2Cl2). Run at time 1 hour. Yields the product COC(C1CCNCC1)OCC1=CC=CC=C1 (4-(Methoxybenzyloxymethyl)piperidine). RXN SMILES: C(OC([N:8]1[CH2:13][CH2:12][CH:11]([CH:14]([O:23][CH3:24])[O:15][CH2:16][C:17]2[CH:22]=[CH:21][CH:20]=[CH:19][CH:18]=2)[CH2:10][CH2:9]1)=O)(C)(C)C.N1C(C)=CC=CC=1C.FC(F)(F)S(O[Si](C(C)(C)C)(C)C)(=O)=O.[NH4+].[Cl-]>C(Cl)Cl>[CH3:24][O:23][CH:14]([O:15][CH2:16][C:17]1[CH:18]=[CH:19][CH:20]=[CH:21][CH:22]=1)[CH:11]1[CH2:10][CH2:9][NH:8][CH2:13][CH2:12]1 |f:3.4|. Procedure: 410 mg (1.2 mmol) of 1-t-butoxycarbonyl-4-(methoxybenzyloxymethyl)piperidine and 0.28 mL (2.4 mmol) of 2,6-lutidine were combined in 2.5 mL of CH2Cl2. 0.42 mL (1.8 mmol) of t-butyldimethylsilyl trifluoromethane sulfonate were added and the mixture was stirred for 1 h at rt. 10 mL of sat'd NH4Cl-solution were added and the mixture was extracted with CH2Cl2. The combined organic fractions were washed with sat'd NaCl solution, dried over MgSO4, filtered and the filtrate was concentrated. The residu... The reactants are [OH-].[Li+] (Lithium hydroxide), C(C)OC(=O)C1CCN(CC1)C[C@H](COC1=C2C=CC=NC2=CC=C1)O ((R)-1-[2-hydroxy-3-(quinolin-5-yloxy)-propyl]piperidine-4-carboxylic acid ethyl ester), CO (methanol), O (water). Run in O1CCCC1 (tetrahydrofuran). Reaction conditions: time 4.5 hour. Product: O[C@H](CN1CCC(CC1)C(=O)[O-])COC1=C2C=CC=NC2=CC=C1.[Li+] (lithium (R)-1-[2-hydroxy-3-(quinolin-5-yloxy)-propyl]piperidine-4-carboxylate). RXN SMILES: C([O:3][C:4]([CH:6]1[CH2:11][CH2:10][N:9]([CH2:12][C@@H:13]([OH:26])[CH2:14][O:15][C:16]2[CH:25]=[CH:24][CH:23]=[C:22]3[C:17]=2[CH:18]=[CH:19][CH:20]=[N:21]3)[CH2:8][CH2:7]1)=[O:5])C.O.CO.[OH-].[Li+:31]>O1CCCC1>[OH:26][C@@H:13]([CH2:14][O:15][C:16]1[CH:25]=[CH:24][CH:23]=[C:22]2[C:17]=1[CH:18]=[CH:19][CH:20]=[N:21]2)[CH2:12][N:9]1[CH2:10][CH2:11][CH:6]([C:4]([O-:5])=[O:3])[CH2:7][CH2:8]1.[Li+:31] |f:3.4,6.7|. Procedure details: (R)-1-[2-Hydroxy-3-(quinolin-5-yloxy)-propyl]-piperidine-4-carboxylic acid ethyl ester (31) (1.15 g; 3.21 mmol) is dissolved in 21 mL of a 40:40:20 mixture of tetrahydrofuran:water:methanol. Lithium hydroxide (81 mg; 3.37 mmol) is added and the mixture stirred at ambient temperature. After 4.5 hours, the mixture is concentrated in vacuo at 40° C. Further drying on the vacuum pump affords the desired product (32) as a white solid. Reactants: COC(CCCCCOC1=C(C(=C(C=C1)C(C)=O)O)CCC)=O (6-(4-acetyl-3-hydroxy-2-propylphenoxy)hexanoic acid methyl ester), BrCCCBr (1,3-dibromopropane), C([O-])([O-])=O.[K+].[K+] (potassium carbonate). Run in CC(=O)C (acetone). The product is COC(CCCCCOC1=C(C(=C(C=C1)C(C)=O)OCCCBr)CCC)=O (6-[4-acetyl-3-(3-bromopropoxy)-2-propylphenoxy]hexanoic acid methyl ester). The yield is 98.0%. Reaction SMILES: [CH3:1][O:2][C:3](=[O:23])[CH2:4][CH2:5][CH2:6][CH2:7][CH2:8][O:9][C:10]1[CH:15]=[CH:14][C:13]([C:16](=[O:18])[CH3:17])=[C:12]([OH:19])[C:11]=1[CH2:20][CH2:21][CH3:22].[Br:24][CH2:25][CH2:26][CH2:27]Br.C(=O)([O-])[O-].[K+].[K+]>CC(C)=O>[CH3:1][O:2][C:3](=[O:23])[CH2:4][CH2:5][CH2:6][CH2:7][CH2:8][O:9][C:10]1[CH:15]=[CH:14][C:13]([C:16](=[O:18])[CH3:17])=[C:12]([O:19][CH2:27][CH2:26][CH2:25][Br:24])[C:11]=1[CH2:20][CH2:21][CH3:22] |f:2.3.4|. Procedure: A mixture of 6.0 g of 6-(4-acetyl-3-hydroxy-2-propylphenoxy)hexanoic acid methyl ester, 19 ml of 1,3-dibromopropane and 2.0 g of anhydrous potassium carbonate in 175 ml of anhydrous acetone was stirred at reflux for 52 hours. The reaction mixture was concentrated in vacuo to give 8.1 g (98% yield) of 6-[4-acetyl-3-(3-bromopropoxy)-2-propylphenoxy]hexanoic acid methyl ester as an oil.